From a dataset of the Open Reaction Database (ORD), a public repository of structured organic reaction records. describe an organic reaction: reactants, conditions, products, and yield Reactants: [Cl-].[Al+3].[Cl-].[Cl-] (Aluminum chloride), BrCCCCCC(=O)Cl (6-bromohexanoyl chloride), FC1=CC=CC=C1 (fluorobenzene), Ice water, Cl (hydrochloric acid). Conditions: time 2 hour. The product is BrCCCCCC(=O)C1=CC=C(C=C1)F (6-bromo-1-(4-fluorophenyl)-1-hexanone). As a reaction SMILES: [Cl-].[Al+3].[Cl-].[Cl-].[Br:5][CH2:6][CH2:7][CH2:8][CH2:9][CH2:10][C:11](Cl)=[O:12].Cl.[F:15][C:16]1[CH:21]=[CH:20][CH:19]=[CH:18][CH:17]=1>>[Br:5][CH2:6][CH2:7][CH2:8][CH2:9][CH2:10][C:11]([C:19]1[CH:20]=[CH:21][C:16]([F:15])=[CH:17][CH:18]=1)=[O:12] |f:0.1.2.3|. Procedure details: Aluminum chloride (1.3 g) was added to a solution of 6-bromohexanoyl chloride (2 g) in fluorobenzene (20 ml) under ice-cooling and the mixture was stirred at room temperature for 2 hr. Ice water and conc. hydrochloric acid were added to the reaction mixture, and the mixture was extracted with ethyl acetate. The organic layer was washed with water and brine, dried and the solvent was evaporated under reduced pressure to give 2.47 g of 6-bromo-1-(4-fluorophenyl)-1-hexanone. The reactants are ClC1=NC=C(C(=N1)N[C@H]1[C@@H](CCCC1)NS(=O)(=O)C)Cl (N-[(1R,2R)-2-(2,5-Dichloro-pyrimidin-4-ylamino)-cyclohexyl]-methanesulfonamide), NC=1C(=CC2=C(CCOC(N2C)=O)C1)OC (2-Amino-3-methoxy-5-methyl-8,9-dihydro-5H-7-oxa-5-aza-benzocyclohepten-6-one), C(C)(C)O (isopropyl alcohol). Reagents/catalysts: Cl.O1CCOCC1 (HCl dioxane). Product: ClC=1C(=NC(=NC1)NC=1C(=CC2=C(CCOC(N2C)=O)C1)OC)N[C@H]1[C@@H](CCCC1)NS(=O)(=O)C (N-{(1R,2R)-2-[5-Chloro-2-(3-methoxy-5-methyl-6-oxo-5,6,8,9-tetrahydro-7-oxa-5-aza-benzocyclohepten-2-ylamino)-pyrimidin-4-ylamino]-cyclohexyl}-methanesulfonamide). Yield: 37.7%. Reaction SMILES: Cl[C:2]1[N:7]=[C:6]([NH:8][C@@H:9]2[CH2:14][CH2:13][CH2:12][CH2:11][C@H:10]2[NH:15][S:16]([CH3:19])(=[O:18])=[O:17])[C:5]([Cl:20])=[CH:4][N:3]=1.[NH2:21][C:22]1[C:23]([O:35][CH3:36])=[CH:24][C:25]2[N:31]([CH3:32])[C:30](=[O:33])[O:29][CH2:28][CH2:27][C:26]=2[CH:34]=1.C(O)(C)C>Cl.O1CCOCC1>[Cl:20][C:5]1[C:6]([NH:8][C@@H:9]2[CH2:14][CH2:13][CH2:12][CH2:11][C@H:10]2[NH:15][S:16]([CH3:19])(=[O:18])=[O:17])=[N:7][C:2]([NH:21][C:22]2[C:23]([O:35][CH3:36])=[CH:24][C:25]3[N:31]([CH3:32])[C:30](=[O:33])[O:29][CH2:28][CH2:27][C:26]=3[CH:34]=2)=[N:3][CH:4]=1 |f:3.4|. Procedure details: N-[(1R,2R)-2-(2,5-Dichloro-pyrimidin-4-ylamino)-cyclohexyl]-methanesulfonamide (60.0 mg, 0.177 mmol), 2-Amino-3-methoxy-5-methyl-8,9-dihydro-5H-7-oxa-5-aza-benzocyclohepten-6-one (39.3 mg, 0.177 mmol) and 5 drops of HCl/dioxane were stirred in isopropyl alcohol (2.00 mL, 26.1 mmol) at 120° C. in a sealed tube. After 24 hours the reaction mixture was concentrated and then extracted with DCM (20 mL) and washed with sat. NaHCO3 (20 mL) followed by water. The organic layer was dried over MgSO4, filt...